The task is: describe an organic reaction: reactants, conditions, products, and yield. This data is from the Open Reaction Database (ORD), a public repository of structured organic reaction records. Starting materials: COC=1C=C(C(=O)O)C=CC1C(=O)OC (3-methoxy-4-methoxycarbonylbenzoic acid), C(C(=O)Cl)(=O)Cl (oxalyl chloride). The reagents and catalysts are CN(C=O)C (dimethylformamide). Solvent: ClCCl (dichloromethane). Product: COC=1C=C(C(=O)Cl)C=CC1C(=O)OC (3-methoxy-4-methoxycarbonylbenzoyl chloride). Yield: 100.0%. As a reaction SMILES: [CH3:1][O:2][C:3]1[CH:4]=[C:5]([CH:9]=[CH:10][C:11]=1[C:12]([O:14][CH3:15])=[O:13])[C:6](O)=[O:7].C(Cl)(=O)C([Cl:19])=O>ClCCl.CN(C)C=O>[CH3:1][O:2][C:3]1[CH:4]=[C:5]([CH:9]=[CH:10][C:11]=1[C:12]([O:14][CH3:15])=[O:13])[C:6]([Cl:19])=[O:7]. Procedure: To a stirred suspension of 3-methoxy-4-methoxycarbonylbenzoic acid (4.1 g, 19.5 mmol) and oxalyl chloride (2.4 ml, 27.3 mmol) in dry dichloromethane (100 ml) was added 2 drops of dimethylformamide. After 3 h at room temperature the clear solution was evaporated to an oil. The oil was redissolved in dry dichloromethane and evaporated, this procedure was repeated to give 3-methoxy-4-methoxycarbonylbenzoyl chloride as an oil (100%) which was used immediately in the next step. The reactants are CCOC(=O)C(Cc1ccc(OCCc2ccc(N(C)C(=O)C(C)C)cc2)cc1)OCC, Cl, [Li+], C1CCOC1, [OH-], O, O. Yields the product CCOC(Cc1ccc(OCCc2ccc(N(C)C(=O)C(C)C)cc2)cc1)C(=O)O. Reaction SMILES: [CH2:4]([CH3:5])[O:6][C:7]([CH:8]([CH2:9][c:10]1[cH:11][cH:12][c:13]([O:16][CH2:17][CH2:18][c:19]2[cH:20][cH:21][c:22]([N:25]([CH3:26])[C:27]([CH:28]([CH3:29])[CH3:30])=[O:31])[cH:23][cH:24]2)[cH:14][cH:15]1)[O:32][CH2:33][CH3:34])=[O:35].[ClH:36].[Li+:3].[O:38]1[CH2:39][CH2:40][CH2:41][CH2:42]1.[OH-:2].[OH2:1].[OH2:37]>>[O:6]=[C:7]([CH:8]([CH2:9][c:10]1[cH:11][cH:12][c:13]([O:16][CH2:17][CH2:18][c:19]2[cH:20][cH:21][c:22]([N:25]([CH3:26])[C:27]([CH:28]([CH3:29])[CH3:30])=[O:31])[cH:23][cH:24]2)[cH:14][cH:15]1)[O:32][CH2:33][CH3:34])[OH:35]. The reactants are C=CCOc1ccc(CO)c(F)c1, ClCCl, CN(C)C=O, O=S(Cl)Cl. The product is C=CCOc1ccc(CCl)c(F)c1. Reaction SMILES: [CH2:1]([CH:2]=[CH2:3])[O:4][c:5]1[cH:6][c:7]([F:13])[c:8]([CH2:11][OH:12])[cH:9][cH:10]1.[Cl:18][CH2:19][Cl:20].[O:21]=[CH:22][N:23]([CH3:24])[CH3:25].[S:14]([Cl:15])([Cl:16])=[O:17]>>[CH2:1]([CH:2]=[CH2:3])[O:4][c:5]1[cH:6][c:7]([F:13])[c:8]([CH2:11][Cl:16])[cH:9][cH:10]1.